This data is from the Open Reaction Database (ORD), a public repository of structured organic reaction records. The task is: describe an organic reaction: reactants, conditions, products, and yield Starting materials: C(=NC1CCCCC1)=NC1CCCCC1, CCN(C(C)C)C(C)C, ClCCl, Cl, Cl, O=C1OC(COc2ccon2)CN1c1ccc(N2CCNCC2)c(F)c1, O=C1CCC(=O)N1O, O=C(O)C1COC(c2ccccc2)OC1. The product is O=C(C1COC(c2ccccc2)OC1)N1CCN(c2ccc(N3CC(COc4ccon4)OC3=O)cc2F)CC1. As a reaction SMILES: [CH:24]1([N:25]=[C:26]=[N:27][CH:28]2[CH2:29][CH2:30][CH2:31][CH2:32][CH2:33]2)[CH2:34][CH2:35][CH2:36][CH2:37][CH2:38]1.[CH:39]([N:40]([CH2:41][CH3:42])[CH:43]([CH3:44])[CH3:45])([CH3:46])[CH3:47].[Cl:76][CH2:77][Cl:78].[ClH:48].[ClH:49].[N:50]1([c:56]2[c:57]([F:75])[cH:58][c:59]([N:62]3[C:63](=[O:74])[O:64][CH:65]([CH2:67][O:68][c:69]4[n:70][o:71][cH:72][cH:73]4)[CH2:66]3)[cH:60][cH:61]2)[CH2:51][CH2:52][NH:53][CH2:54][CH2:55]1.[OH:16][N:17]1[C:18](=[O:19])[CH2:20][CH2:21][C:22]1=[O:23].[c:1]1([CH:7]2[O:8][CH2:9][CH:10]([C:13](=[O:14])[OH:15])[CH2:11][O:12]2)[cH:2][cH:3][cH:4][cH:5][cH:6]1>>[c:1]1([CH:7]2[O:8][CH2:9][CH:10]([C:13](=[O:15])[N:53]3[CH2:52][CH2:51][N:50]([c:56]4[c:57]([F:75])[cH:58][c:59]([N:62]5[C:63](=[O:74])[O:64][CH:65]([CH2:67][O:68][c:69]6[n:70][o:71][cH:72][cH:73]6)[CH2:66]5)[cH:60][cH:61]4)[CH2:55][CH2:54]3)[CH2:11][O:12]2)[cH:2][cH:3][cH:4][cH:5][cH:6]1. The reactants are C1(CCCCC1)(CC(=O)O)CC(=O)O (cyclohexanediacetic acid), [H-].[Al+3].[Li+].[H-].[H-].[H-] (lithium aluminum hydride), S(=O)(=O)([O-])[O-].[Mg+2] (magnesium sulfate), [OH-].[Na+] (sodium hydroxide). The solvent is O1CCCC1 (tetrahydrofuran), O (water), C(C)OCC (diethyl ether), O (water). Yields the product OCCC1(CCCCC1)CCO (2-[1-(2-Hydroxyethyl)cyclohexyl]ethanol). Yield: 93.6%. As a reaction SMILES: [C:1]1([CH2:11][C:12](O)=[O:13])([CH2:7][C:8](O)=[O:9])[CH2:6][CH2:5][CH2:4][CH2:3][CH2:2]1.[H-].[Al+3].[Li+].[H-].[H-].[H-].[OH-].[Na+].S([O-])([O-])(=O)=O.[Mg+2]>O1CCCC1.O.C(OCC)C>[OH:9][CH2:8][CH2:7][C:1]1([CH2:11][CH2:12][OH:13])[CH2:2][CH2:3][CH2:4][CH2:5][CH2:6]1 |f:1.2.3.4.5.6,7.8,9.10|. Procedure: To a solution of 1,1,-cyclohexanediacetic acid (6.0 g) in tetrahydrofuran (90 mL) was added lithium aluminum hydride (2.28 g) under ice cooling. The solution was stirred under reflux for 4 hours, and then, cooled on ice, to which diethyl ether (200 mL), water (2.3 mL) and a 15% aqueous sodium hydroxide solution (2.3 mL) were added. After stirring the solution at room temperature for 30 minutes, water (6.9 mL) was added and the solution was stirred at room temperature for additional 30 minutes. A... The reactants are C1CCOC1, COC(=O)C1(C)Cc2ccccc2CN1C(=O)OCc1ccccc1, CO, [Li+], [OH-], O. Yields the product CC1(C(=O)O)Cc2ccccc2CN1C(=O)OCc1ccccc1. Reaction SMILES: [CH2:30]1[O:31][CH2:32][CH2:33][CH2:34]1.[CH3:1][C:2]1([C:22](=[O:23])[O:24][CH3:25])[N:3]([C:12](=[O:13])[O:14][CH2:15][c:16]2[cH:17][cH:18][cH:19][cH:20][cH:21]2)[CH2:4][c:5]2[cH:6][cH:7][cH:8][cH:9][c:10]2[CH2:11]1.[CH3:28][OH:29].[Li+:26].[OH-:27].[OH2:35]>>[CH3:1][C:2]1([C:22](=[O:23])[OH:24])[N:3]([C:12](=[O:13])[O:14][CH2:15][c:16]2[cH:17][cH:18][cH:19][cH:20][cH:21]2)[CH2:4][c:5]2[cH:6][cH:7][cH:8][cH:9][c:10]2[CH2:11]1. Reactants: CNC(=C[N+](=O)[O-])SC, Cc1cc(CSCCN)oc1CN(C)C. Yields the product CNC(=C[N+](=O)[O-])NCCSCc1cc(C)c(CN(C)C)o1. As a reaction SMILES: [CH3:16][NH:17][C:18](=[CH:19][N+:20](=[O:21])[O-:22])[S:23][CH3:24].[NH2:1][CH2:2][CH2:3][S:4][CH2:5][c:6]1[cH:7][c:8]([CH3:15])[c:9]([CH2:11][N:12]([CH3:13])[CH3:14])[o:10]1>>[NH:1]([CH2:2][CH2:3][S:4][CH2:5][c:6]1[cH:7][c:8]([CH3:15])[c:9]([CH2:11][N:12]([CH3:13])[CH3:14])[o:10]1)[C:18]([NH:17][CH3:16])=[CH:19][N+:20](=[O:21])[O-:22]. Reactants: CC(C)S(=O)(=O)Nc1ccsc1-c1ccc(-c2cc([N+](=O)[O-])ccc2C#N)cc1, CCO. The product is CC(C)S(=O)(=O)Nc1ccsc1-c1ccc(-c2cc(N)ccc2C#N)cc1. Reaction SMILES: [C:1](#[N:2])[c:3]1[c:4](-[c:12]2[cH:13][cH:14][c:15](-[c:18]3[s:19][cH:20][cH:21][c:22]3[NH:23][S:24](=[O:25])(=[O:26])[CH:27]([CH3:28])[CH3:29])[cH:16][cH:17]2)[cH:5][c:6]([N+:9]([O-:10])=[O:11])[cH:7][cH:8]1.[CH3:30][CH2:31][OH:32]>>[C:1](#[N:2])[c:3]1[c:4](-[c:12]2[cH:13][cH:14][c:15](-[c:18]3[s:19][cH:20][cH:21][c:22]3[NH:23][S:24](=[O:25])(=[O:26])[CH:27]([CH3:28])[CH3:29])[cH:16][cH:17]2)[cH:5][c:6]([NH2:9])[cH:7][cH:8]1. Starting materials: FC=1C=C(N)C=CC1 (3-fluoroaniline), ClC1=NC=CC(=N1)C=1C(=NN2C1C=CC=C2)C=2C=C(C=CC2)NC(C(F)(F)F)=O (N-{3-[3-(2-Chloro-4-pyrimidinyl)pyrazolo[1,5-a]pyridin-2-yl]phenyl}-2,2,2-trifluoroacetamide), CN1CC2=CC(=CC=C2CC1)NC1=NC=CC(=N1)C=1C(=NN2C1C=CC=C2)C=2C=C(C=CC2)NC(CC=2SC=CC2)=O (N-[3-(3-{2-[(2-Methyl-1,2,3,4-tetrahydro-7-isoquinolinyl)amino]-4-pyrimidinyl}pyrazolo[1,5-a]pyridin-2-yl)phenyl]-2-(2-thienyl)acetamide). The reagents and catalysts are Cl (HCl). Run in CCO (EtOH). Conditions: temperature 80 celsius. Product: FC(C(=O)NC1=CC(=CC=C1)C1=NN2C(C=CC=C2)=C1C1=NC(=NC=C1)NC1=CC(=CC=C1)F)(F)F (2,2,2-Trifluoro-N-[3-(3-{2-[(3-fluorophenyl)amino]-4-pyrimidinyl}pyrazolo-[1,5-a]pyridin-2-yl)phenyl]acetamide). As a reaction SMILES: Cl[C:2]1[N:7]=[C:6]([C:8]2[C:9]([C:17]3[CH:18]=[C:19]([NH:23][C:24](=[O:29])[C:25]([F:28])([F:27])[F:26])[CH:20]=[CH:21][CH:22]=3)=[N:10][N:11]3[CH:16]=[CH:15][CH:14]=[CH:13][C:12]=23)[CH:5]=[CH:4][N:3]=1.[F:30][C:31]1[CH:32]=[C:33]([CH:35]=[CH:36][CH:37]=1)[NH2:34].CN1CCC2C(=CC(NC3N=C(C4C(C5C=C(NC(=O)CC6SC=CC=6)C=CC=5)=NN5C=CC=CC=45)C=CN=3)=CC=2)C1>CCO.Cl>[F:26][C:25]([F:28])([F:27])[C:24]([NH:23][C:19]1[CH:20]=[CH:21][CH:22]=[C:17]([C:9]2[C:8]([C:6]3[CH:5]=[CH:4][N:3]=[C:2]([NH:34][C:33]4[CH:35]=[CH:36][CH:37]=[C:31]([F:30])[CH:32]=4)[N:7]=3)=[C:12]3[CH:13]=[CH:14][CH:15]=[CH:16][N:11]3[N:10]=2)[CH:18]=1)=[O:29]. Procedure details: To a mixture of N-{3-[3-(2-chloro-4-pyrimidinyl)pyrazolo[1,5-a]pyridin-2-yl]phenyl}-2,2,2-trifluoroacetamide (see Example 1, Step C) (2.27 g, 5.4 mmol) in EtOH (60 mL) was added 3-fluoroaniline (0.62 mL, 6.48 mmol) and 5 drops of conc. HCl. The reaction was heated to 80° C. for 16 h, allowed to cool to rt and concentrated. The mixture was partitioned between DCM and saturated aq. NaHCO3. The separated aqueous layer was extracted twice with DCM and the combined organic layers were dried over MgSO... Reactants: OC(C)(C)C1=CC=C(C#N)C=C1 (4-(2-hydroxypropan-2-yl)benzonitrile), C(C)N(CC)S(F)(F)F (diethylamino sulfur trifluoride). The solvent is O (water), ClCCl (dichloromethane). Reaction conditions: time 2 hour. Yields the product FC(C)(C)C1=CC=C(C#N)C=C1 (4-(2-Fluoropropan-2-yl)benzonitrile). The yield is 66.7%. As a reaction SMILES: O[C:2]([C:5]1[CH:12]=[CH:11][C:8]([C:9]#[N:10])=[CH:7][CH:6]=1)([CH3:4])[CH3:3].C(N(S(F)(F)[F:19])CC)C>ClCCl.O>[F:19][C:2]([C:5]1[CH:12]=[CH:11][C:8]([C:9]#[N:10])=[CH:7][CH:6]=1)([CH3:4])[CH3:3]. Procedure details: To a solution of 4-(2-hydroxypropan-2-yl)benzonitrile (1.00 g, 6.20 mmol; obtained from 4-(propan-2-yl)benzonitrile according to literature procedure: Synth. Comm. 2006, 36, 2145-2155) in dichloromethane (20 mL) was added diethylamino sulfur trifluoride (DAST; 1.20 g, 7.44 mmol) at a temperature of 0° C. The reaction mixture was allowed to stirr at rt for 2 h, whereupon it was diluted with water and extracted with dichloromethane. The organic extract was washed with water, dried with anhydrous m... Product: FC(CNCC1C(C1)C)F ((2,2-difluoroethyl)[(2-methylcyclopropyl)methyl]amine). Conditions: time 1 hour. RXN SMILES: C([N:8]([CH2:13][CH:14]1[CH2:16][CH:15]1[CH3:17])[CH2:9][CH:10]([F:12])[F:11])C1C=CC=CC=1.Cl>O1CCOCC1.C(O)C.[OH-].[Pd+2].[OH-]>[F:11][CH:10]([F:12])[CH2:9][NH:8][CH2:13][CH:14]1[CH2:16][CH:15]1[CH3:17] |f:4.5.6|. Solvent: O1CCOCC1 (dioxane), C(C)O (ethanol). The reactants are C(C1=CC=CC=C1)N(CC(F)F)CC1C(C1)C (N-benzyl-2,2-difluoro-N-[(2-methylcyclopropyl)methyl]ethanamine), Cl (hydrochloric acid), solution. Reported procedure: A solution of N-benzyl-2,2-difluoro-N-[(2-methylcyclopropyl)methyl]ethanamine (1.25 g, 5.2 mmol) and hydrochloric acid (5.7 mmol, 1.44 mL of a 4M solution in dioxane) in ethanol (50 mL) was degassed with nitrogen and treated with palladium hydroxide (125 mg). The reaction was placed under a hydrogen atmosphere and stirred vigorously for 1 hour. The reaction was filtered through celite, washed with methanol and concentrated in vacuo to give (2,2-difluoroethyl)[(2-methylcyclopropyl)methyl]amine as... Reagents/catalysts: [OH-].[Pd+2].[OH-] (palladium hydroxide). Starting materials: ClC1=C(C(NC=C1)=O)C=1NC=2C(=CC=3CN(C(C3C2)=O)CCN2CCCC2)N1 (2-(4-chloro-2-oxo-1,2-dihydropyridin-3-yl)-6-(2-pyrrolidin-1-ylethyl)-6,7-dihydroimidazo[4,5-f]isoindol-5(3H)-one), BrC1=C(C=C(C=C1)F)C[C@H](C)N ((1S)-2-(2-bromo-5-fluorophenyl)-1-methylethylamine), CCN(C(C)C)C(C)C (DIEA). Run in CCO (EtOH). Yields the product BrC1=C(C=C(C=C1)F)C[C@H](C)NC1=C(C(NC=C1)=O)C=1NC=2C(=CC=3CN(C(C3C2)=O)CCN2CCCC2)N1 (2-(4-((1S)-2-(2-bromo-5-fluorophenyl)-1-methylethylamino)-2-oxo-1,2-dihydropyridin-3-yl)-6-(2-pyrrolidin-1-ylethyl)-6,7-dihydroimidazo[4,5-f]isoindol-5(3H)-one). The yield is 22.7%. RXN SMILES: Cl[C:2]1[CH:7]=[CH:6][NH:5][C:4](=[O:8])[C:3]=1[C:9]1[NH:10][C:11]2[C:12]([N:28]=1)=[CH:13][C:14]1[CH2:15][N:16]([CH2:21][CH2:22][N:23]3[CH2:27][CH2:26][CH2:25][CH2:24]3)[C:17](=[O:20])[C:18]=1[CH:19]=2.[Br:29][C:30]1[CH:35]=[CH:34][C:33]([F:36])=[CH:32][C:31]=1[CH2:37][C@@H:38]([NH2:40])[CH3:39].CCN(C(C)C)C(C)C>CCO>[Br:29][C:30]1[CH:35]=[CH:34][C:33]([F:36])=[CH:32][C:31]=1[CH2:37][C@@H:38]([NH:40][C:2]1[CH:7]=[CH:6][NH:5][C:4](=[O:8])[C:3]=1[C:9]1[NH:10][C:11]2[C:12]([N:28]=1)=[CH:13][C:14]1[CH2:15][N:16]([CH2:21][CH2:22][N:23]3[CH2:27][CH2:26][CH2:25][CH2:24]3)[C:17](=[O:20])[C:18]=1[CH:19]=2)[CH3:39]. Procedure: A solution of 2-(4-chloro-2-oxo-1,2-dihydropyridin-3-yl)-6-(2-pyrrolidin-1-ylethyl)-6,7-dihydroimidazo[4,5-f]isoindol-5(3H)-one (50 mg, 0.126 mmol), (1S)-2-(2-bromo-5-fluorophenyl)-1-methylethylamine (48 mg, 0.164 mmol) and DIEA (66 uL, 0.38 mmol) in 2 mL of EtOH was heated at 80° C. for 24 h. Then the solvent was evaporated and the residue was purified by column (silicagel, DCM:MeOH 9:1) to give 2-(4-((1S)-2-(2-bromo-5-fluorophenyl)-1-methylethylamino)-2-oxo-1,2-dihydropyridin-3-yl)-6-(2-pyrrol... Starting materials: ClC1=C(C(=CC=C1)Cl)C1=CC2=C(N=C(N=C2)SC)N(C1=O)C (6-(2,6-Dichlorophenyl)-8-methyl-2-methylsulfanyl-8H-pyrido[2,3-d]pyrimidin-7-one), C(CCC)N (n-butylamine). Solvent: CN(C=O)C (dimethylformamide). Run at temperature 110 celsius, time 1 hour. The product is C(CCC)NN1CN=C2C(=C1)C=C(C(N2C)=O)C2=C(C=CC=C2Cl)Cl (3-Butylamino-6-(2,6-dichlorophenyl)-8-methyl-8H-pyrido[2,3-d]pyrimidin-7-one). As a reaction SMILES: [Cl:1][C:2]1[CH:7]=[CH:6][CH:5]=[C:4]([Cl:8])[C:3]=1[C:9]1[C:20](=[O:21])[N:19]([CH3:22])[C:12]2[N:13]=[C:14](SC)[N:15]=[CH:16][C:11]=2[CH:10]=1.[CH2:23]([NH2:27])[CH2:24][CH2:25][CH3:26]>CN(C)C=O>[CH2:23]([NH:27][N:15]1[CH:16]=[C:11]2[CH:10]=[C:9]([C:3]3[C:2]([Cl:1])=[CH:7][CH:6]=[CH:5][C:4]=3[Cl:8])[C:20](=[O:21])[N:19]([CH3:22])[C:12]2=[N:13][CH2:14]1)[CH2:24][CH2:25][CH3:26]. Procedure details: A mixture of 0.177 g (0.50 mmol) of 6-(2,6-dichlorophenyl)-8-methyl-2-methylsulfanyl-8H-pyrido[2,3-d]pyrimidin-7-one of Example 37, 10 mL of n-butylamine and 1.0 mL of dimethylformamide was heated with stirring to reflux (110° C. oil bath). After 1 hour, solution was complete. After 20 hours reflux, the excess amine and dimethylformamide were evaporated, and the residue was triturated with water, filtered, washed with water, and dried; wt 0.180 g. Recrystallization from ethyl acetate/petroleum e...